The task is: describe an organic reaction: reactants, conditions, products, and yield. This data is from the Open Reaction Database (ORD), a public repository of structured organic reaction records. The product is CCN(c1ccccc1)C(Cc1ccc(OCCNC(=O)c2ccc(-c3ccccn3)cc2)cc1)C(=O)O. Starting materials: CCOC(=O)C(Cc1ccc(OCCNC(=O)c2ccc(-c3ccccn3)cc2)cc1)N(CC)c1ccccc1, CO, [Na+], [OH-]. RXN SMILES: [CH2:1]([CH3:2])[N:3]([c:4]1[cH:5][cH:6][cH:7][cH:8][cH:9]1)[CH:10]([C:11](=[O:12])[O:13][CH2:14][CH3:15])[CH2:16][c:17]1[cH:18][cH:19][c:20]([O:23][CH2:24][CH2:25][NH:26][C:27]([c:28]2[cH:29][cH:30][c:31](-[c:34]3[n:35][cH:36][cH:37][cH:38][cH:39]3)[cH:32][cH:33]2)=[O:40])[cH:21][cH:22]1.[CH3:43][OH:44].[Na+:42].[OH-:41]>>[CH2:1]([CH3:2])[N:3]([c:4]1[cH:5][cH:6][cH:7][cH:8][cH:9]1)[CH:10]([C:11](=[O:12])[OH:13])[CH2:16][c:17]1[cH:18][cH:19][c:20]([O:23][CH2:24][CH2:25][NH:26][C:27]([c:28]2[cH:29][cH:30][c:31](-[c:34]3[n:35][cH:36][cH:37][cH:38][cH:39]3)[cH:32][cH:33]2)=[O:40])[cH:21][cH:22]1. Starting materials: CC#N, Clc1ccc2c(Cl)ccnc2c1, NCCCN1CCCCC1. Yields the product Clc1ccc2c(NCCCN3CCCCC3)ccnc2c1. Reaction SMILES: [CH3:23][C:24]#[N:25].[Cl:11][c:12]1[cH:13][cH:14][n:15][c:16]2[cH:17][c:18]([Cl:22])[cH:19][cH:20][c:21]12.[N:1]1([CH2:7][CH2:8][CH2:9][NH2:10])[CH2:2][CH2:3][CH2:4][CH2:5][CH2:6]1>>[N:1]1([CH2:7][CH2:8][CH2:9][NH:10][c:12]2[cH:13][cH:14][n:15][c:16]3[cH:17][c:18]([Cl:22])[cH:19][cH:20][c:21]23)[CH2:2][CH2:3][CH2:4][CH2:5][CH2:6]1. The reactants are ClC=1C=C(C=C(C1Cl)Cl)[N+](=O)[O-] (3,4,5-trichloronitrobenzene), C1=C(C=CC2=CC=CC=C12)S (napthalene-2-thiol), CN(C)C=O (DMF). The solvent is CS(=O)C (DMSO). The product is ClC1=C(C(=CC(=C1)[N+](=O)[O-])Cl)SC1=CC2=CC=CC=C2C=C1 (2-(2,6-Dichloro-4-nitro-phenylsulfanyl)-napthalene). RXN SMILES: [Cl:1][C:2]1[CH:3]=[C:4]([N+:10]([O-:12])=[O:11])[CH:5]=[C:6]([Cl:9])[C:7]=1Cl.[CH:13]1[C:22]2[C:17](=[CH:18][CH:19]=[CH:20][CH:21]=2)[CH:16]=[CH:15][C:14]=1[SH:23].CN(C=O)C>CS(C)=O>[Cl:9][C:6]1[CH:5]=[C:4]([N+:10]([O-:12])=[O:11])[CH:3]=[C:2]([Cl:1])[C:7]=1[S:23][C:14]1[CH:15]=[CH:16][C:17]2[C:22](=[CH:21][CH:20]=[CH:19][CH:18]=2)[CH:13]=1. Procedure: 2-(2,6-Dichloro-4-nitro-phenylsulfanyl)-napthalene was synthesized (100%) from 3,4,5-trichloronitrobenzene (Acros) and napthalene-2-thiol (Avocado) in a similar manner as described in example 1 using DMSO as solvent instead of DMF. The reactants are O.C(C)(=O)[O-].[Ca+2].C(C)(=O)[O-] (calcium acetate monohydrate), COC([C@@H](N)CC1=CC=CC=C1)=O (L-phenylalanine methyl ester), C(C1=CC=CC=C1)OC(=O)N[C@@H](CC(=O)O)C(=O)O (N-benzyloxycarbonyl-L-aspartic acid), C(C)(=O)[O-].[Na+] (sodium acetate), acrylic ester, COC(C(N)CC1=CC=CC=C1)=O (DL-phenylalanine methyl ester). Run in O (water), O (water). Yields the product COC([C@@H](NC([C@@H](NC(=O)OCC1=CC=CC=C1)CC(O)=O)=O)CC1=CC=CC=C1)=O (N-Benzyloxycarbonyl-L-aspartyl-L-phenylalanine methyl ester). Isolated yield 79.8%. As a reaction SMILES: O.C([O-])(=O)C.[Ca+2].C([O-])(=O)C.C([O-])(=O)C.[Na+].[CH2:16]([O:23][C:24]([NH:26][C@H:27]([C:32]([OH:34])=O)[CH2:28][C:29]([OH:31])=[O:30])=[O:25])[C:17]1[CH:22]=[CH:21][CH:20]=[CH:19][CH:18]=1.[CH3:35][O:36][C:37](=[O:47])[C@H:38]([CH2:40][C:41]1[CH:46]=[CH:45][CH:44]=[CH:43][CH:42]=1)[NH2:39].COC(=O)C(CC1C=CC=CC=1)N>O>[CH3:35][O:36][C:37](=[O:47])[C@H:38]([CH2:40][C:41]1[CH:46]=[CH:45][CH:44]=[CH:43][CH:42]=1)[NH:39][C:32](=[O:34])[C@H:27]([CH2:28][C:29](=[O:30])[OH:31])[NH:26][C:24]([O:23][CH2:16][C:17]1[CH:18]=[CH:19][CH:20]=[CH:21][CH:22]=1)=[O:25] |f:0.1.2.3,4.5|. Procedure: The preparation of the immobilized enzyme and the reaction were conducted in the same manner as in Example 1 with the exception that: The quantity of Thermoase and that of the calcium acetate monohydrate were 9.0 g and 0.45 g respectively, the quantity of the 0.05 M sodium acetate buffer solution of pH 7.5 was 90 ml; the acrylic ester matrix carrier (Amberlite XAD-7, Trademark) was replaced with 16.6 g of another carrier of the similar class (Amberlite XAD-8, Trademark, containing about 150 wt.%... Reaction SMILES: S1[CH:5]=[CH:4][C:3]([C:6]2[S:10][C:9]([NH:11][C:12]3[CH:17]=[CH:16][C:15]([OH:18])=[CH:14][CH:13]=3)=[N:8][CH:7]=2)=[CH:2]1.[S:19]1[CH:23]=[CH:22][C:21]([C:24]2C=C(CC=O)C=C[CH:29]=2)=[CH:20]1>>[S:19]1[CH:23]=[CH:22][C:21]([C:24]2[CH:2]=[C:3]([C:6]3[S:10][C:9]([NH:11][C:12]4[CH:17]=[CH:16][C:15]([OH:18])=[CH:14][CH:13]=4)=[N:8][CH:7]=3)[CH:4]=[CH:5][CH:29]=2)=[CH:20]1. Starting materials: S1C=C(C=C1)C1=CN=C(S1)NC1=CC=C(C=C1)O (4-(5-thiophen-3-yl-thiazol-2-yl-amino)-phenol), S1C=C(C=C1)C=1C=C(C=CC1)CC=O ((3-thiophen-3-yl-phenyl)-acetaldehyde). Product: S1C=C(C=C1)C=1C=C(C=CC1)C1=CN=C(S1)NC1=CC=C(C=C1)O (4-[5-(3-Thiophen-3-yl-phenyl)-thiazol-2-ylamino]-phenol). Procedure details: The title compound is prepared as described in Example 12 (Procedure B) for 4-(5-thiophen-3-yl-thiazol-2-yl-amino)-phenol but starting from (3-thiophen-3-yl-phenyl)-acetaldehyde (Example 25). The title compound: ES-MS: 350.9 [M+H]+; single peak at tR=4.16 min (System 2). The reactants are Cl (hydrochloric acid), COC(C(C(=O)O)OS(=O)(=O)C)(C)C (3-methoxy-3-methyl-2-methylsulfonyloxybutanoic acid), COC1=NC(=NC(=C1)OC)S (4,6-dimethoxy-2-mercaptopyrimidine), C([O-])([O-])=O.[K+].[K+] (potassium carbonate). Solvent: CN(C=O)C (N,N-dimethylformamide). Conditions: temperature 50 celsius, time 2 hour. Product: COC1=NC(=NC(=C1)OC)SC(C(=O)O)C(C)(C)OC (2-(4,6-Dimethoxypyrimidin-2-yl)thio-3-methoxy-3-methylbutanoic Acid). Yield: 79.7%. Reaction SMILES: [CH3:1][O:2][C:3]([CH3:14])([CH3:13])[CH:4](OS(C)(=O)=O)[C:5]([OH:7])=[O:6].[CH3:15][O:16][C:17]1[CH:22]=[C:21]([O:23][CH3:24])[N:20]=[C:19]([SH:25])[N:18]=1.C(=O)([O-])[O-].[K+].[K+].Cl>CN(C)C=O>[CH3:24][O:23][C:21]1[CH:22]=[C:17]([O:16][CH3:15])[N:18]=[C:19]([S:25][CH:4]([C:3]([O:2][CH3:1])([CH3:13])[CH3:14])[C:5]([OH:7])=[O:6])[N:20]=1 |f:2.3.4|. Reported procedure: That is, after 3-methoxy-3-methyl-2-methylsulfonyloxybutanoic acid (22.6 g, 0.1 mol) and 4,6-dimethoxy-2-mercaptopyrimidine (17.3 g, 0.1 mol) were added to N,N-dimethylformamide (200 ml) and further anhydrous potassium carbonate (13.8 g) was added, the mixture was stirred at 50° C. for 2 hours. The resulting reaction mixture was added to a 1N hydrochloric acid aqueous solution (300 ml), and extracted with ethyl acetate. The ethyl acetate layer was washed with a saturated saline solution and drie...